This data is from the Open Reaction Database (ORD), a public repository of structured organic reaction records. The task is: describe an organic reaction: reactants, conditions, products, and yield The reactants are ClC=1C(=C(C=CC1)C1NCC(C1(C#N)C1=C(C=C(C=C1)Cl)F)CC(C)(C)C)F (rac-(2S,3S,4S)-2-(3-chloro-2-fluoro-phenyl)-3-(4-chloro-2-fluoro-phenyl)-4-(2,2-dimethyl-propyl)-pyrrolidine-3-carbonitrile), C(C=C)(=O)OCC (ethyl acrylate), FC(S(=O)(=O)[O-])(F)F.[Sm+3].FC(S(=O)(=O)[O-])(F)F.FC(S(=O)(=O)[O-])(F)F (samarium(III) trifluoromethanesulfonate). Run in C1CCOC1 (THF), C(Cl)Cl (CH2Cl2). Reaction conditions: temperature 160 celsius. Product: C(C)OC(CCN1[C@@H]([C@@]([C@@H](C1)CC(C)(C)C)(C#N)C1=C(C=C(C=C1)Cl)F)C1=C(C(=CC=C1)Cl)F)=O (rac-3-[(2S,3S,4S)-2-(3-chloro-2-fluoro-phenyl)-3-(4-chloro-2-fluoro-phenyl)-3-cyano-4-(2,2-dimethyl-propyl)-pyrrolidin-1-yl]-propionic acid ethyl ester). The yield is 32.5%. RXN SMILES: [Cl:1][C:2]1[C:3]([F:28])=[C:4]([CH:8]2[C:12]([C:15]3[CH:20]=[CH:19][C:18]([Cl:21])=[CH:17][C:16]=3[F:22])([C:13]#[N:14])[CH:11]([CH2:23][C:24]([CH3:27])([CH3:26])[CH3:25])[CH2:10][NH:9]2)[CH:5]=[CH:6][CH:7]=1.[C:29]([O:33][CH2:34][CH3:35])(=[O:32])[CH:30]=[CH2:31].FC(F)(F)S([O-])(=O)=O.[Sm+3].FC(F)(F)S([O-])(=O)=O.FC(F)(F)S([O-])(=O)=O>C1COCC1.C(Cl)Cl>[CH2:34]([O:33][C:29](=[O:32])[CH2:30][CH2:31][N:9]1[CH2:10][C@@H:11]([CH2:23][C:24]([CH3:25])([CH3:27])[CH3:26])[C@@:12]([C:15]2[CH:20]=[CH:19][C:18]([Cl:21])=[CH:17][C:16]=2[F:22])([C:13]#[N:14])[C@H:8]1[C:4]1[CH:5]=[CH:6][CH:7]=[C:2]([Cl:1])[C:3]=1[F:28])[CH3:35] |f:2.3.4.5|. Procedure details: A mixture of rac-(2S,3S,4S)-2-(3-chloro-2-fluoro-phenyl)-3-(4-chloro-2-fluoro-phenyl)-4-(2,2-dimethyl-propyl)-pyrrolidine-3-carbonitrile (30.6 mg, 0.0723 mmol), ethyl acrylate (73.7 mg, 0.728 mmol, Aldrich) and samarium(III) trifluoromethanesulfonate (34.9 mg, 0.0572 mmol) in THF (1.5 mL) were heated for 3 h at 160° C. in a microwave tube. The reaction mixture was then diluted with CH2Cl2, extracted with water, and saturated NaCl. The organic phase was separated, dried over Na2SO4, and purified ...